From a dataset of the Open Reaction Database (ORD), a public repository of structured organic reaction records. describe an organic reaction: reactants, conditions, products, and yield The reactants are C(C)C1N=CC2=CC(=CC=C2C1)[N+](=O)[O-] (3-ethyl-7-nitro-3,4-dihydroisoquinoline), O (water), Example 2 ( d ), [BH4-].[Na+] (sodium borohydride). The solvent is CO (methanol). Yields the product C(C)C1NCC2=CC(=CC=C2C1)[N+](=O)[O-] (3-ethyl-7-nitro-1,2,3,4-tetrahydroisoquinoline). Yield: 99.0%. As a reaction SMILES: [CH2:1]([CH:3]1[CH2:12][C:11]2[C:6](=[CH:7][C:8]([N+:13]([O-:15])=[O:14])=[CH:9][CH:10]=2)[CH:5]=[N:4]1)[CH3:2].[BH4-].[Na+].O>CO>[CH2:1]([CH:3]1[CH2:12][C:11]2[C:6](=[CH:7][C:8]([N+:13]([O-:15])=[O:14])=[CH:9][CH:10]=2)[CH2:5][NH:4]1)[CH3:2] |f:1.2|. Procedure details: To a solution of 3-ethyl-7-nitro-3,4-dihydroisoquinoline (15.8 g, Example 2 (d)) in methanol (100 ml) at 0° C. was added sodium borohydride (4g). After foaming had stopped, the reaction was poured into water (750 ml) and then the aqueous phase was extracted with ethyl acetate (3×300 ml). Evaporation gave 3-ethyl-7-nitro-1,2,3,4-tetrahydroisoquinoline as a tan oil (15.8 g). Reactants: C=O, COCCOC, Cc1cc(C(N)=O)ncc1C(c1cc(F)ccc1F)S(=O)(=O)c1ccc(F)cc1, [Na+], [Na+], [Na+], O=C([O-])[O-], [OH-]. Product: Cc1cc(C(=O)NCO)ncc1C(c1cc(F)ccc1F)S(=O)(=O)c1ccc(F)cc1. Reaction SMILES: [CH2:30]=[O:31].[CH3:40][O:41][CH2:42][CH2:43][O:44][CH3:45].[F:1][c:2]1[c:3]([CH:9]([c:10]2[c:11]([CH3:19])[cH:12][c:13]([C:16](=[O:17])[NH2:18])[n:14][cH:15]2)[S:20](=[O:21])(=[O:22])[c:23]2[cH:24][cH:25][c:26]([F:29])[cH:27][cH:28]2)[cH:4][c:5]([F:8])[cH:6][cH:7]1.[Na+:33].[Na+:34].[Na+:35].[O-:36][C:37](=[O:38])[O-:39].[OH-:32]>>[F:1][c:2]1[c:3]([CH:9]([c:10]2[c:11]([CH3:19])[cH:12][c:13]([C:16](=[O:17])[NH:18][CH2:37][OH:36])[n:14][cH:15]2)[S:20](=[O:21])(=[O:22])[c:23]2[cH:24][cH:25][c:26]([F:29])[cH:27][cH:28]2)[cH:4][c:5]([F:8])[cH:6][cH:7]1.